Dataset: the Open Reaction Database (ORD), a public repository of structured organic reaction records. Task: describe an organic reaction: reactants, conditions, products, and yield Isolated yield 63.8%. Procedure details: Iodomethane (91 mg, 0.64 mmoles) and potassium carbonate (88 mg, 0.64 mmoles) were added to a solution of 4-(4′-difluoromethoxy-biphenyl-4-ylaminomethyl)-5-methyl-furan-2-carboxylic acid methyl ester (170) (62 mg, 0.16 mmoles) in N,N-dimethylformamide (10 ml) and the mixture stirred at room temperature for 36 hours under an argon atmosphere. The mixture was then heated at 35° C. for 21 hours. The mixture was partitioned between dichloromethane and water, the organic phase separated and dried (Mg... Yields the product 1v/v, COC(=O)C=1OC(=C(C1)CN(C)C1=CC=C(C=C1)C1=CC=C(C=C1)OC(F)F)C (4-{[(4′-Difluoromethoxy-biphenyl-4-yl)-methyl-amino]-methyl}-5-methyl-furan-2-carboxylic acid methyl ester). Starting materials: IC (Iodomethane), C([O-])([O-])=O.[K+].[K+] (potassium carbonate), COC(=O)C=1OC(=C(C1)CNC1=CC=C(C=C1)C1=CC=C(C=C1)OC(F)F)C (4-(4′-Difluoromethoxy-biphenyl-4-ylaminomethyl)-5-methyl-furan-2-carboxylic acid methyl ester). The solvent is CN(C=O)C (N,N-dimethylformamide). RXN SMILES: IC.[C:3](=O)([O-])[O-].[K+].[K+].[CH3:9][O:10][C:11]([C:13]1[O:14][C:15]([CH3:36])=[C:16]([CH2:18][NH:19][C:20]2[CH:25]=[CH:24][C:23]([C:26]3[CH:31]=[CH:30][C:29]([O:32][CH:33]([F:35])[F:34])=[CH:28][CH:27]=3)=[CH:22][CH:21]=2)[CH:17]=1)=[O:12]>CN(C)C=O>[CH3:9][O:10][C:11]([C:13]1[O:14][C:15]([CH3:36])=[C:16]([CH2:18][N:19]([C:20]2[CH:21]=[CH:22][C:23]([C:26]3[CH:31]=[CH:30][C:29]([O:32][CH:33]([F:35])[F:34])=[CH:28][CH:27]=3)=[CH:24][CH:25]=2)[CH3:3])[CH:17]=1)=[O:12] |f:1.2.3|. Run at time 36 hour. Starting materials: O=C(c1ccccc1)C(Br)C(C(=O)N1CCCC1C(=O)O)c1ccccc1, CC([O-])=S, CC#N, CC(=O)O, [Na+], O=C(O)C(F)(F)F. Product: CC(=O)SC(C(=O)c1ccccc1)C(C(=O)N1CCCC1C(=O)O)c1ccccc1. Reaction SMILES: [Br:12][CH:13]([CH:14]([C:15](=[O:16])[N:17]1[CH:18]([C:19](=[O:20])[OH:21])[CH2:22][CH2:23][CH2:24]1)[c:25]1[cH:26][cH:27][cH:28][cH:29][cH:30]1)[C:31]([c:32]1[cH:33][cH:34][cH:35][cH:36][cH:37]1)=[O:38].[C:39]([CH3:40])(=[S:41])[O-:42].[CH3:44][C:45]#[N:46].[CH3:8][C:9](=[O:10])[OH:11].[Na+:43].[OH:1][C:2]([C:3]([F:4])([F:5])[F:6])=[O:7]>>[CH:13]([CH:14]([C:15](=[O:16])[N:17]1[CH:18]([C:19](=[O:20])[OH:21])[CH2:22][CH2:23][CH2:24]1)[c:25]1[cH:26][cH:27][cH:28][cH:29][cH:30]1)([C:31]([c:32]1[cH:33][cH:34][cH:35][cH:36][cH:37]1)=[O:38])[S:41][C:39]([CH3:40])=[O:42]. The reactants are aqueous solution, BrCCOC (1-bromo-2-methoxyethane), C([O-])([O-])=O.[Cs+].[Cs+] (caesium carbonate), NC1=C(C(=O)OC)C=C(C=C1)C(=O)C1=C(C(=C2C=CC=CN12)O)C (methyl 2-amino-5-{[1-hydroxy-2-methylindolizin-3-yl]-carbonyl}benzoate), Cl (hydrochloric acid). Solvent: CN(C)C=O (DMF), O (water). Product: NC1=C(C(=O)OC)C=C(C=C1)C(=O)C1=C(C(=C2C=CC=CN12)OCCOC)C (Methyl 2-amino-5-{[1-(2-methoxyethoxy)-2-methylindolizin-3-yl]carbonyl}-benzoate). Yield: 40.4%. Reaction SMILES: Br[CH2:2][CH2:3][O:4][CH3:5].C(=O)([O-])[O-].[Cs+].[Cs+].[NH2:12][C:13]1[CH:22]=[CH:21][C:20]([C:23]([C:25]2[N:33]3[C:28]([CH:29]=[CH:30][CH:31]=[CH:32]3)=[C:27]([OH:34])[C:26]=2[CH3:35])=[O:24])=[CH:19][C:14]=1[C:15]([O:17][CH3:18])=[O:16].Cl>CN(C=O)C.O>[NH2:12][C:13]1[CH:22]=[CH:21][C:20]([C:23]([C:25]2[N:33]3[C:28]([CH:29]=[CH:30][CH:31]=[CH:32]3)=[C:27]([O:34][CH2:2][CH2:3][O:4][CH3:5])[C:26]=2[CH3:35])=[O:24])=[CH:19][C:14]=1[C:15]([O:17][CH3:18])=[O:16] |f:1.2.3|. Procedure details: 0.161 g (1.16 mmol) of 1-bromo-2-methoxyethane and 0.359 mg (1.16 mmol) of caesium carbonate are added, under an inert atmosphere at ambient temperature, to 0.313 g (0.97 mmol) of methyl 2-amino-5-{[1-hydroxy-2-methylindolizin-3-yl]-carbonyl}benzoate in 10 ml of DMF. The reaction medium is stirred for 24 hours at ambient temperature, hydrolysed with water, and then acidified with a 1N aqueous solution of hydrochloric acid. The aqueous phase is extracted with ethyl acetate. The organic phase obta... Reactants: ClC1=NC=C(C(=O)OC(C)(C)C)C=C1 (t-butyl 6-chloronicotinate), NC[C@H](CO)O ((R)-3-amino-1,2-propanediol). Run in C(C)(C)O (isopropanol). Conditions: temperature 100 celsius. Yields the product C(C)(C)(C)OC(=O)C=1C=NC(=CC1)NC[C@H](CO)O (3-(t-Butoxycarbonyl)-6-[(R)-propane-1,2-diol-3-yl]aminopyridine). RXN SMILES: Cl[C:2]1[CH:14]=[CH:13][C:5]([C:6]([O:8][C:9]([CH3:12])([CH3:11])[CH3:10])=[O:7])=[CH:4][N:3]=1.[NH2:15][CH2:16][C@@H:17]([OH:20])[CH2:18][OH:19]>C(O)(C)C>[C:9]([O:8][C:6]([C:5]1[CH:4]=[N:3][C:2]([NH:15][CH2:16][C@@H:17]([OH:20])[CH2:18][OH:19])=[CH:14][CH:13]=1)=[O:7])([CH3:12])([CH3:11])[CH3:10]. Procedure: A mixture of t-butyl 6-chloronicotinate (4.69 g, 0.0220 mol) and (R)-3-amino-1,2-propanediol (5.00 g, 0.0549 mol) in isopropanol (20 ml) was heated at 100° C. overnight. Solvent was removed under vacuum, and the residue taken up in ethyl acetate, washed with water, brine, dried (MgSO4), and evaporated to give nearly pure product as a yellow oil. Yield 5.90 g (99%). 1H NMR. MS: 269 [M+H]+. The reactants are FC(C(=O)NCCCCNCC1=CC=CC=2N1C=CN2)(F)F (5-[N-(4-trifluoroacetamidobutan-1-yl)aminomethyl]imidazo[1,2-a] pyridine), aqueous solution, C=O (formalin). Run in C(C)(=O)O (acetic acid). Conditions: temperature 100 celsius. Product: FC(C(=O)NCCCCN1CC2=CN=C3C=CC=C(C1)N32)(F)F (4,5-dihydro-4-(4-trifluoroacetamido butan-1-yl)-3H-1,4,8b-triazaacenaphthylene). Reaction SMILES: [F:1][C:2]([F:22])([F:21])[C:3]([NH:5][CH2:6][CH2:7][CH2:8][CH2:9][NH:10][CH2:11][C:12]1[N:17]2[CH:18]=[CH:19][N:20]=[C:16]2[CH:15]=[CH:14][CH:13]=1)=[O:4].[CH2:23]=O>C(O)(=O)C>[F:22][C:2]([F:21])([F:1])[C:3]([NH:5][CH2:6][CH2:7][CH2:8][CH2:9][N:10]1[CH2:11][C:12]2[N:17]3[C:18](=[CH:19][N:20]=[C:16]3[CH:15]=[CH:14][CH:13]=2)[CH2:23]1)=[O:4]. Procedure: To a solution of 3860 mg (12.28 mmol) of 5-[N-(4-trifluoroacetamidobutan-1-yl)aminomethyl]imidazo[1,2-a] pyridine in 15 ml of acetic acid was added 13.8 ml (184.21 mmol) of a 37% aqueous solution of formalin. The mixture was heated for 30 minutes at 100° C. The solvent was distilled off under reduced pressure, and the residue was dissolved in 100 ml of purified water. To this solution was added 2N sodium hydroxide to adjust the pH to 8, and extracted with 150 ml of dichloromethane. The organic l...